describe an organic reaction: reactants, conditions, products, and yield From a dataset of the Open Reaction Database (ORD), a public repository of structured organic reaction records. Starting materials: BrC=1C=CC(=C(CN(CC)C2=NC=C(C=C2)C(=O)OC)C1)CCC1=CC=CC=C1 (methyl 2-[N-(5-bromo-2-(phenethyl) benzyl)-N-ethylamino]-5-pyridinecarboxylate), C(C)N(CC1=C(C=CC=C1)CCC1=CC=CC=C1)C1=NC=C(C=C1)C(=O)O (2-[N-Ethyl-N-(2-(phenethyl)benzyl)amino]pyridine-5-carboxylic acid). The product is BrC=1C=CC(=C(CN(CC)C2=NC=C(C=C2)C(=O)O)C1)CCC1=CC=CC=C1 (2-[N-(5-bromo-2-(phenethyl)benzyl)-N-ethylamino]-5-pyridine carboxylic acid). RXN SMILES: [Br:1][C:2]1[CH:3]=[CH:4][C:5]([CH2:22][CH2:23][C:24]2[CH:29]=[CH:28][CH:27]=[CH:26][CH:25]=2)=[C:6]([CH:21]=1)[CH2:7][N:8]([C:11]1[CH:16]=[CH:15][C:14]([C:17]([O:19]C)=[O:18])=[CH:13][N:12]=1)[CH2:9][CH3:10].C(N(C1C=CC(C(O)=O)=CN=1)CC1C=CC=CC=1CCC1C=CC=CC=1)C>>[Br:1][C:2]1[CH:3]=[CH:4][C:5]([CH2:22][CH2:23][C:24]2[CH:25]=[CH:26][CH:27]=[CH:28][CH:29]=2)=[C:6]([CH:21]=1)[CH2:7][N:8]([C:11]1[CH:16]=[CH:15][C:14]([C:17]([OH:19])=[O:18])=[CH:13][N:12]=1)[CH2:9][CH3:10]. Reported procedure: 2-[N-(5-bromo-2-(phenethyl)benzyl)-N-ethylamino]-5-pyridine carboxylic acid was prepared from methyl 2-[N-(5-bromo-2-(phenethyl) benzyl)-N-ethylamino]-5-pyridinecarboxylate using a similar method to that described in Example 4 paragraph (A). Starting materials: C(CCCCCCCCCCCCCCC)OC1=CC=C(OCC(=O)O)C=C1 ([4-(Hexadecyloxy)phenoxy]acetic acid), C(C(=O)Cl)(=O)Cl (oxalyl chloride). Reagents/catalysts: CN(C=O)C (dimethylformamide). The solvent is C(Cl)Cl (methylene chloride). Run at time 17 hour. Product: C(CCCCCCCCCCCCCCC)OC1=CC=C(OCC(=O)Cl)C=C1 ([4-(Hexadecyloxy)phenoxy]acetyl chloride). Yield: 97.7%. RXN SMILES: [CH2:1]([O:17][C:18]1[CH:28]=[CH:27][C:21]([O:22][CH2:23][C:24](O)=[O:25])=[CH:20][CH:19]=1)[CH2:2][CH2:3][CH2:4][CH2:5][CH2:6][CH2:7][CH2:8][CH2:9][CH2:10][CH2:11][CH2:12][CH2:13][CH2:14][CH2:15][CH3:16].C(Cl)(=O)C([Cl:32])=O>CN(C)C=O.C(Cl)Cl>[CH2:1]([O:17][C:18]1[CH:28]=[CH:27][C:21]([O:22][CH2:23][C:24]([Cl:32])=[O:25])=[CH:20][CH:19]=1)[CH2:2][CH2:3][CH2:4][CH2:5][CH2:6][CH2:7][CH2:8][CH2:9][CH2:10][CH2:11][CH2:12][CH2:13][CH2:14][CH2:15][CH3:16]. Reported procedure: A mixture of 13.2 g of product from Example 86, 6.4 g of oxalyl chloride, 225 ml of methylene chloride and 5 drops of dimethylformamide is stirred at room temperature for 17 hours. The solvent is concentrated in vacuo, the residue is dissolved in ether, filtered through diatomaceous earth and concentrated in vacuo to give 13.5 g of the desired product. The reactants are C(C)(=O)OCC (ethyl acetate), ClC1=CC=C(CNC(=O)C2CCN(CC2)C(=O)OC(C)(C)C)C=C1 (4-(N-(4-chlorobenzyl)aminocarbonyl)-1-t-butoxycarbonylpiperidine), [Cl-].[NH4+] (ammonium chloride), B.O1CCCC1 (borane tetrahydrofuran). Run in O1CCCC1 (tetrahydrofuran). Reaction conditions: temperature 80 celsius. The product is ClC1=CC=C(CNCC2CCN(CC2)C(=O)OC(C)(C)C)C=C1 (4-(N-(4-chlorobenzyl)aminomethyl)-1-t-butoxycarbonylpiperidine). Yield: 80.9%. As a reaction SMILES: [Cl:1][C:2]1[CH:24]=[CH:23][C:5]([CH2:6][NH:7][C:8]([CH:10]2[CH2:15][CH2:14][N:13]([C:16]([O:18][C:19]([CH3:22])([CH3:21])[CH3:20])=[O:17])[CH2:12][CH2:11]2)=O)=[CH:4][CH:3]=1.B.O1CCCC1.[Cl-].[NH4+].C(OCC)(=O)C>O1CCCC1>[Cl:1][C:2]1[CH:24]=[CH:23][C:5]([CH2:6][NH:7][CH2:8][CH:10]2[CH2:15][CH2:14][N:13]([C:16]([O:18][C:19]([CH3:20])([CH3:21])[CH3:22])=[O:17])[CH2:12][CH2:11]2)=[CH:4][CH:3]=1 |f:1.2,3.4|. Procedure details: To a solution of 4-(N-(4-chlorobenzyl)aminocarbonyl)-1-t-butoxycarbonylpiperidine (1.76 g, 5.0 mmol) in dry tetrahydrofuran (20 mL) stirring under argon at room temperature, was added borane-tetrahydrofuran complex (1.0 M in tetrahydrofuran, 20 mL, 20 mmol). The resulting solution was heated to 80° C. for 16 h before cooling to 0° C. Saturated aqueous ammonium chloride (20 mL) was added, and the resulting mixture was stirred for 30 min before extraction with ethyl acetate (25 mL three times). Th...